Dataset: the Open Reaction Database (ORD), a public repository of structured organic reaction records. Task: describe an organic reaction: reactants, conditions, products, and yield Reactants: Cl(=O)[O-].[Na+] (Sodium chlorite), OC1=C(C=O)C=C(C=C1)OCCOC (2-hydroxy-5-(2-methoxyethoxy)benzaldehyde), C[O-].[Na+] (sodium methoxide), Cl (hydrochloric acid). Solvent: CO (methanol), CS(=O)C (dimethylsulphoxide), O (water). Reaction conditions: time 3 hour. Product: OC1=C(C(=O)O)C=C(C=C1)OCCOC (2-hydroxy-5-(2-methoxyethoxy)benzoic acid). As a reaction SMILES: Cl([O-])=O.[Na+].[OH:5][C:6]1[CH:13]=[CH:12][C:11]([O:14][CH2:15][CH2:16][O:17][CH3:18])=[CH:10][C:7]=1[CH:8]=[O:9].C[O-:20].[Na+].Cl>CO.CS(C)=O.O>[OH:5][C:6]1[CH:13]=[CH:12][C:11]([O:14][CH2:15][CH2:16][O:17][CH3:18])=[CH:10][C:7]=1[C:8]([OH:20])=[O:9] |f:0.1,3.4|. Procedure: Sodium chlorite (8.08 g) was added over a period of 30 seconds to a stirred solution 2-hydroxy-5-(2-methoxyethoxy)benzaldehyde (see Example 41) and sodium methoxide in methanol (25% by weight solution, 9.68 ml) in dimethylsulphoxide (350 ml) at 15° C. After warming to room temperature and stirring for 3 hours the mixture was added to water (600 mls), acidified with 2M aqueous hydrochloric acid, and extracted with diethyl ether (4×250 mls). The ethereal extracts were combined, washed with water (... Starting materials: C1CCOC1, OC(Cc1nccn1C(c1ccccc1)(c1ccccc1)c1ccccc1)c1ccc(Cl)cc1, CC(C)(C)OC(=O)N=NC(=O)OC(C)(C)C, O=C1NC(=O)c2ccccc21, c1ccc(P(c2ccccc2)c2ccccc2)cc1. Product: O=C1c2ccccc2C(=O)N1C(Cc1nccn1C(c1ccccc1)(c1ccccc1)c1ccccc1)c1ccc(Cl)cc1. As a reaction SMILES: [CH2:81]1[O:82][CH2:83][CH2:84][CH2:85]1.[Cl:17][c:18]1[cH:19][cH:20][c:21]([CH:24]([CH2:25][c:26]2[n:27]([C:31]([c:32]3[cH:33][cH:34][cH:35][cH:36][cH:37]3)([c:38]3[cH:39][cH:40][cH:41][cH:42][cH:43]3)[c:44]3[cH:45][cH:46][cH:47][cH:48][cH:49]3)[cH:28][cH:29][n:30]2)[OH:50])[cH:22][cH:23]1.[N:1]([C:2]([O:3][C:4]([CH3:5])([CH3:6])[CH3:7])=[O:8])=[N:9][C:10]([O:11][C:12]([CH3:13])([CH3:14])[CH3:15])=[O:16].[O:51]=[C:52]1[NH:53][C:54](=[O:55])[c:56]2[cH:57][cH:58][cH:59][cH:60][c:61]21.[c:62]1([P:63]([c:64]2[cH:65][cH:66][cH:67][cH:68][cH:69]2)[c:70]2[cH:71][cH:72][cH:73][cH:74][cH:75]2)[cH:76][cH:77][cH:78][cH:79][cH:80]1>>[Cl:17][c:18]1[cH:19][cH:20][c:21]([CH:24]([CH2:25][c:26]2[n:27]([C:31]([c:32]3[cH:33][cH:34][cH:35][cH:36][cH:37]3)([c:38]3[cH:39][cH:40][cH:41][cH:42][cH:43]3)[c:44]3[cH:45][cH:46][cH:47][cH:48][cH:49]3)[cH:28][cH:29][n:30]2)[N:53]2[C:52](=[O:51])[c:61]3[c:56]([cH:57][cH:58][cH:59][cH:60]3)[C:54]2=[O:55])[cH:22][cH:23]1. The reactants are O (water), FC1=CC=C(C=C1)[N+](=O)[O-] (1-fluoro-4-nitrobenzene), N1(CCNCC1)C(=O)OC(C)(C)C (tert-butyl piperazine-1-carboxylate), C([O-])([O-])=O.[K+].[K+] (potassium carbonate). Solvent: CN(C=O)C (dimethylformamide). Run at temperature 55 celsius, time 8 hour. The product is [N+](=O)([O-])C1=CC=C(C=C1)N1CCN(CC1)C(=O)OC(C)(C)C (tert-butyl 4-(4-nitrophenyl)piperazine-1-carboxylate). Reaction SMILES: F[C:2]1[CH:7]=[CH:6][C:5]([N+:8]([O-:10])=[O:9])=[CH:4][CH:3]=1.[N:11]1([C:17]([O:19][C:20]([CH3:23])([CH3:22])[CH3:21])=[O:18])[CH2:16][CH2:15][NH:14][CH2:13][CH2:12]1.C(=O)([O-])[O-].[K+].[K+].O>CN(C)C=O>[N+:8]([C:5]1[CH:6]=[CH:7][C:2]([N:14]2[CH2:13][CH2:12][N:11]([C:17]([O:19][C:20]([CH3:23])([CH3:22])[CH3:21])=[O:18])[CH2:16][CH2:15]2)=[CH:3][CH:4]=1)([O-:10])=[O:9] |f:2.3.4|. Reported procedure: A solution of 1-fluoro-4-nitrobenzene (500 mg, 3.54 mmol) and tert-butyl piperazine-1-carboxylate (726 mg, 3.9 mmol) in dimethylformamide was treated with potassium carbonate (735 mg, 5.32 mmol) and the suspension was heated at 55° C. for 4 hours and then stirred overnight at room temperature. The reaction was poured into water and the suspension was filtered with water washes to provide the title compound after vacuum drying. The reactants are Cl, O=N[O-], Nc1nc2c(Cc3ccsc3)c(N)[nH]c2c(=O)[nH]1, [Na+], O. The product is [Cl-], N#[N+]c1[nH]c2c(=O)[nH]c(N)nc2c1Cc1ccsc1. Reaction SMILES: [ClH:19].[N:20]([O-:21])=[O:22].[NH2:1][c:2]1[nH:3][c:4](=[O:18])[c:5]2[c:6]([n:7]1)[c:8]([CH2:12][c:13]1[cH:14][s:15][cH:16][cH:17]1)[c:9]([NH2:11])[nH:10]2.[Na+:23].[OH2:24]>>[Cl-:19].[NH2:1][c:2]1[nH:3][c:4](=[O:18])[c:5]2[c:6]([n:7]1)[c:8]([CH2:12][c:13]1[cH:14][s:15][cH:16][cH:17]1)[c:9]([N+:11]#[N:20])[nH:10]2.